Task: describe an organic reaction: reactants, conditions, products, and yield. Dataset: the Open Reaction Database (ORD), a public repository of structured organic reaction records Reaction conditions: time 15 hour. The solvent is C(Cl)Cl (DCM). The product is C(C)C=1N(C2=CC(=CC=C2C1C1CCNCC1)F)C1=CC=CC=C1 (2-ETHYL-6-FLUORO-1-PHENYL-3-PIPERIDIN-4-YL-1H-INDOLE). Reported procedure: To a stirred solution of 4-(2-ethyl-6-fluoro-1-phenyl-1H-indol-3-yl)-piperidine-1-carboxylic acid tert-butyl ester (0.12 g) in DCM (20 ml) at r.t., is added trifluoroacetic acid (0.5 ml). After 15 h, the mixture is concentrated in vacuo. Flash chromatography (DCM:MeOH, gradient elution) of the resulting liquid gives 70 mg pure product (57%, TFA salt) as a beige solid after trituration with diethylether. RXN SMILES: C(OC([N:8]1[CH2:13][CH2:12][CH:11]([C:14]2[C:22]3[C:17](=[CH:18][C:19]([F:23])=[CH:20][CH:21]=3)[N:16]([C:24]3[CH:29]=[CH:28][CH:27]=[CH:26][CH:25]=3)[C:15]=2[CH2:30][CH3:31])[CH2:10][CH2:9]1)=O)(C)(C)C.FC(F)(F)C(O)=O>C(Cl)Cl>[CH2:30]([C:15]1[N:16]([C:24]2[CH:29]=[CH:28][CH:27]=[CH:26][CH:25]=2)[C:17]2[C:22]([C:14]=1[CH:11]1[CH2:10][CH2:9][NH:8][CH2:13][CH2:12]1)=[CH:21][CH:20]=[C:19]([F:23])[CH:18]=2)[CH3:31]. Starting materials: C(C)(C)(C)OC(=O)N1CCC(CC1)C1=C(N(C2=CC(=CC=C12)F)C1=CC=CC=C1)CC (4-(2-ethyl-6-fluoro-1-phenyl-1H-indol-3-yl)-piperidine-1-carboxylic acid tert-butyl ester), FC(C(=O)O)(F)F (trifluoroacetic acid). The yield is 76.4%. Reaction SMILES: [H:11][H:12].[OH:1][CH2:2][C:3](=[O:4])[c:5]1[cH:6][cH:7][cH:8][cH:9][cH:10]1>>[OH:1][CH2:2][CH:3]([OH:4])[c:5]1[cH:6][cH:7][cH:8][cH:9][cH:10]1. Yields the product OCC(O)c1ccccc1. Starting materials: [H][H], O=C(CO)c1ccccc1. Reactants: CC#N, [N-]=[N+]=Nc1ccc(C(=O)O)cc1, NCCN1CCOCC1, CN(C)C=O, On1nnc2ccccc21. Product: [N-]=[N+]=Nc1ccc(C(=O)NCCN2CCOCC2)cc1. Reaction SMILES: [CH3:32][C:33]#[N:34].[N:1](=[N+:2]=[N-:3])[c:4]1[cH:5][cH:6][c:7]([C:8](=[O:9])[OH:10])[cH:11][cH:12]1.[NH2:23][CH2:24][CH2:25][N:26]1[CH2:27][CH2:28][O:29][CH2:30][CH2:31]1.[O:35]=[CH:36][N:37]([CH3:38])[CH3:39].[OH:13][n:14]1[c:15]2[c:16]([cH:17][cH:18][cH:19][cH:20]2)[n:21][n:22]1>>[N:1](=[N+:2]=[N-:3])[c:4]1[cH:5][cH:6][c:7]([C:8](=[O:10])[NH:23][CH2:24][CH2:25][N:26]2[CH2:27][CH2:28][O:29][CH2:30][CH2:31]2)[cH:11][cH:12]1. The reactants are OCC=1NC2=NC=CC(=C2N1)C (2-hydroxymethyl-7-methyl-3H-imidazo[5,4-b]pyridine), [H-].[Na+] (sodium hydride), CI (methyl iodide). Run in CN(C=O)C (dimethylformamide). Product: CN1C(=NC=2C1=NC=CC2C)CO (3,7-Dimethyl-2-hydroxymethylimidazo[5,4-b]pyridine). RXN SMILES: [OH:1][CH2:2][C:3]1[NH:4][C:5]2[C:10]([N:11]=1)=[C:9]([CH3:12])[CH:8]=[CH:7][N:6]=2.[H-].[Na+].[CH3:15]I>CN(C)C=O>[CH3:15][N:4]1[C:5]2=[N:6][CH:7]=[CH:8][C:9]([CH3:12])=[C:10]2[N:11]=[C:3]1[CH2:2][OH:1] |f:1.2|. Procedure: A procedure similar to that described in Preparation 15 was repeated, except that 5.00 g of 2-hydroxymethyl-7-methyl-3H-imidazo[5,4-b]pyridine, 1.34 g of sodium hydride (as a 55% by weight dispersion in mineral oil), 2.0 ml of methyl iodide and 120 ml of dimethylformamide were used, to give the title compound as a crude product. This crude product was purified by column chromatography through silica gel, using a gradient elution method, with mixtures of ethyl acetate and methanol in ratios rangi... Starting materials: CC1CNC(C)CN1, CN1CCCC1=O, CS(C)=O, CO, CC(C)(O)c1ccc(C(=O)Nc2cc(Cl)n3nccc3n2)cc1. Product: CC1CN(c2cc(NC(=O)c3ccc(C(C)(C)O)cc3)nc3ccnn23)C(C)CN1. Reaction SMILES: [CH3:24][CH:25]1[NH:26][CH2:27][CH:28]([CH3:31])[NH:29][CH2:30]1.[CH3:32][N:33]1[CH2:34][CH2:35][CH2:36][C:37]1=[O:38].[CH3:39][S:40]([CH3:41])=[O:42].[CH3:43][OH:44].[Cl:1][c:2]1[cH:3][c:4]([NH:11][C:12]([c:13]2[cH:14][cH:15][c:16]([C:19]([CH3:20])([CH3:21])[OH:22])[cH:17][cH:18]2)=[O:23])[n:5][c:6]2[n:7]1[n:8][cH:9][cH:10]2>>[c:2]1([N:26]2[CH:25]([CH3:24])[CH2:30][NH:29][CH:28]([CH3:31])[CH2:27]2)[cH:3][c:4]([NH:11][C:12]([c:13]2[cH:14][cH:15][c:16]([C:19]([CH3:20])([CH3:21])[OH:22])[cH:17][cH:18]2)=[O:23])[n:5][c:6]2[n:7]1[n:8][cH:9][cH:10]2. Reactants: N1=CC=CC=C1 (pyridine), C1OC2(CCCC(OC2)(CCCC(CO)C)C)OC1 (6,6-ethylenedioxy-2-methyl-2-(4'-methyl-5'-hydroxypentyl)-oxepane). The reagents and catalysts are [O-2].[O-2].[O-2].[Cr+6] (chromium trioxide). The solvent is C(Cl)Cl (methylene chloride), C(Cl)Cl (methylene chloride). Run at temperature -20 celsius, time 30 minute. Product: C1OC2(CCCC(OC2)(CCCC(C=O)C)C)OC1 (6,6-Ethylenedioxy-2-methyl-2-(4'-methyl-5'-oxopentyl)-oxepane). Yield: 68.6%. RXN SMILES: N1C=CC=CC=1.[CH2:7]1[CH2:25][O:24][C:9]2([CH2:15][O:14][C:13]([CH3:23])([CH2:16][CH2:17][CH2:18][CH:19]([CH3:22])[CH2:20][OH:21])[CH2:12][CH2:11][CH2:10]2)[O:8]1>C(Cl)Cl.[O-2].[O-2].[O-2].[Cr+6]>[CH2:25]1[CH2:7][O:8][C:9]2([CH2:15][O:14][C:13]([CH3:23])([CH2:16][CH2:17][CH2:18][CH:19]([CH3:22])[CH:20]=[O:21])[CH2:12][CH2:11][CH2:10]2)[O:24]1 |f:3.4.5.6|. Reported procedure: A solution of pyridine (6.8 g, 0.086 mol) and chromium trioxide (4.3 g, 0.043 mol) in methylene chloride (450 ml) at 23° C. in a nitrogen atmosphere is stirred for 45 minutes. The mixture is cooled to -20° C. and celite (20 g) is added followed by 6,6-ethylenedioxy-2-methyl-2-(4'-methyl-5'-hydroxypentyl)-oxepane (1.95 g, 0.00717 mol) in methylene chloride (50 ml). The mixture is stirred for 1 hour at -20° C. and 30 minutes at 0° C. The mixture is then filtered and the celite cake is washed with ... Reactants: C(CCC)C1=NC2=C(N1CC1=CC=C(C=C1)N1C(=CC=C1)C#N)C(=CC=C2)C(=O)OC (methyl 2-butyl-1-[[4-(2-cyano-1-pyrrolyl)phenyl]methyl]benzimidazole-7-carboxylate), C[Sn](C)(C)N=[N+]=[N-] (trimethyltin azide). Run in C1(=CC=CC=C1)C (toluene). Run at time 15 minute. Yields the product C(CCC)C1=NC2=C(N1CC1=CC=C(C=C1)N1C(=CC=C1)C1=NN=NN1)C(=CC=C2)C(=O)OC (Methyl 2-butyl-1-[[4-[2-(1H-tetrazol-5-yl)-1-pyrrolyl]phenyl]methyl]benzimidazole-7-carboxylate). Yield: 74.1%. RXN SMILES: [CH2:1]([C:5]1[N:9]([CH2:10][C:11]2[CH:16]=[CH:15][C:14]([N:17]3[CH:21]=[CH:20][CH:19]=[C:18]3[C:22]#[N:23])=[CH:13][CH:12]=2)[C:8]2[C:24]([C:28]([O:30][CH3:31])=[O:29])=[CH:25][CH:26]=[CH:27][C:7]=2[N:6]=1)[CH2:2][CH2:3][CH3:4].C[Sn]([N:36]=[N+:37]=[N-:38])(C)C>C1(C)C=CC=CC=1>[CH2:1]([C:5]1[N:9]([CH2:10][C:11]2[CH:12]=[CH:13][C:14]([N:17]3[CH:21]=[CH:20][CH:19]=[C:18]3[C:22]3[NH:38][N:37]=[N:36][N:23]=3)=[CH:15][CH:16]=2)[C:8]2[C:24]([C:28]([O:30][CH3:31])=[O:29])=[CH:25][CH:26]=[CH:27][C:7]=2[N:6]=1)[CH2:2][CH2:3][CH3:4]. Procedure details: A solution of methyl 2-butyl-1-[[4-(2-cyano-1-pyrrolyl)phenyl]methyl]benzimidazole-7-carboxylate (2.2 g) and trimethyltin azide (3.3 g) in toluene (35 ml) was heated under reflux for 3 days. After concentration, the residue was dissolved in methanol (40 ml) and 1N hydrochloric acid (20 ml) and the mixture was stirred at room temperature for 15 minutes. The reaction mixture was concentrated to dryness and the residue was extracted with ethyl acetate. The extract was washed with water, dried and e... The reactants are N#Cc1ccc(S(=O)(=O)CCBr)cc1, c1cn[nH]c1. The product is N#Cc1ccc(S(=O)(=O)CCn2cccn2)cc1. Reaction SMILES: [Br:1][CH2:2][CH2:3][S:4](=[O:5])(=[O:6])[c:7]1[cH:8][cH:9][c:10]([C:11]#[N:12])[cH:13][cH:14]1.[nH:15]1[n:16][cH:17][cH:18][cH:19]1>>[CH2:2]([CH2:3][S:4](=[O:5])(=[O:6])[c:7]1[cH:8][cH:9][c:10]([C:11]#[N:12])[cH:13][cH:14]1)[n:15]1[n:16][cH:17][cH:18][cH:19]1. The reactants are C(C)C1C(CC(C(C(OC(C2CCCCN2C(C(C2(C(CC(C(C(CC(CC(=C1)C)C)OC)O2)OC)C)O)=O)=O)=O)C(=CC2CC(C(CC2)O)OC)C)C)O)=O (17-ethyl-1,14-dihydroxy-12-[2'-(4"-hydroxy-3"-methoxycyclohexyl)-1'-methylvinyl]-23,25-dimethoxy-13,19,21,27-tetramethyl-11,28-dioxa-4-azatricyclo[22.3.1.04,9 ]octacos-18-ene-2,3,10,16-tetraone), ClC(C(OCC=CC1=CC=CC=C1)=N)(Cl)Cl (cinnamyl trichloroacetimidate), FC(S(=O)(=O)O)(F)F (Trifluoromethanesulfonic acid). Yields the product C(C)C1C(CC(C(C(OC(C2CCCCN2C(C(C2(C(CC(C(C(CC(CC(=C1)C)C)OC)O2)OC)C)O)=O)=O)=O)C(=CC2CC(C(CC2)OCC=CC2=CC=CC=C2)OC)C)C)O)=O (17-Ethyl-1,14-dihydroxy-12-[2'-(4"-cinnamyloxy-3"-methoxycyclohexyl)-1'-methylvinyl]-23,25-dimethoxy-13,19,21,27-tetramethyl-11,28-dioxa-4-azatricyclo[22.3.1.04,9 ]octacos-18-ene-2,3,10,16-tetraone). RXN SMILES: [CH2:1]([CH:3]1[CH:29]=[C:28]([CH3:30])[CH2:27][CH:26]([CH3:31])[CH2:25][CH:24]([O:32][CH3:33])[CH:23]2[O:34][C:19]([OH:38])([CH:20]([CH3:37])[CH2:21][CH:22]2[O:35][CH3:36])[C:18](=[O:39])[C:17](=[O:40])[N:16]2[CH:11]([CH2:12][CH2:13][CH2:14][CH2:15]2)[C:10](=[O:41])[O:9][CH:8]([C:42]([CH3:53])=[CH:43][CH:44]2[CH2:49][CH2:48][CH:47]([OH:50])[CH:46]([O:51][CH3:52])[CH2:45]2)[CH:7]([CH3:54])[CH:6]([OH:55])[CH2:5][C:4]1=[O:56])[CH3:2].ClC(Cl)(Cl)C(=N)O[CH2:61][CH:62]=[CH:63][C:64]1[CH:69]=[CH:68][CH:67]=[CH:66][CH:65]=1.FC(F)(F)S(O)(=O)=O>>[CH2:1]([CH:3]1[CH:29]=[C:28]([CH3:30])[CH2:27][CH:26]([CH3:31])[CH2:25][CH:24]([O:32][CH3:33])[CH:23]2[O:34][C:19]([OH:38])([CH:20]([CH3:37])[CH2:21][CH:22]2[O:35][CH3:36])[C:18](=[O:39])[C:17](=[O:40])[N:16]2[CH:11]([CH2:12][CH2:13][CH2:14][CH2:15]2)[C:10](=[O:41])[O:9][CH:8]([C:42]([CH3:53])=[CH:43][CH:44]2[CH2:49][CH2:48][CH:47]([O:50][CH2:61][CH:62]=[CH:63][C:64]3[CH:69]=[CH:68][CH:67]=[CH:66][CH:65]=3)[CH:46]([O:51][CH3:52])[CH2:45]2)[CH:7]([CH3:54])[CH:6]([OH:55])[CH2:5][C:4]1=[O:56])[CH3:2]. Procedure details: To a solution of 17-ethyl-1,14-dihydroxy-12-[2'-(4"-hydroxy-3"-methoxycyclohexyl)-1'-methylvinyl]-23,25-dimethoxy-13,19,21,27-tetramethyl-11,28-dioxa-4-azatricyclo[22.3.1.04,9 ]octacos-18-ene-2,3,10,16-tetraone (50 mg in 1.5 ml 33% methylene chloride in cyclohexane), cinnamyl trichloroacetimidate (26 μl neat) was added and the reagents allowed to mix for 5 minutes. Trifluoromethanesulfonic acid (2 μl neat) was added slowly via syringe and the mixture stirred at room temperature. After 15 minutes... Reactants: CC1C(NC(=O)N1)CCCCCC(=O)O (desthiobiotin), C(C(CO)(CO)N)O.Cl (Tris-HCl), N[C@@H](CS)C(=O)O (L-cysteine), C([C@H]([C@@H](CS)O)O)S (DTT). Reaction conditions: temperature 95 celsius. Yields the product OC(=O)CCCC[C@@H]1SC[C@@H]2NC(=O)N[C@H]12 (biotin). RXN SMILES: [CH3:1][CH:2]1[NH:7][C:5](=[O:6])[NH:4][CH:3]1[CH2:8][CH2:9][CH2:10][CH2:11][CH2:12][C:13]([OH:15])=[O:14].N[C@H](C(O)=O)C[SH:19].C(S)[C@@H](O)[C@H](O)CS.C(O)C(N)(CO)CO.Cl>>[OH:14][C:13]([CH2:12][CH2:11][CH2:10][CH2:9][C@H:8]1[C@@H:3]2[C@@H:2]([NH:7][C:5]([NH:4]2)=[O:6])[CH2:1][S:19]1)=[O:15] |f:3.4|. Procedure details: The enzyme reaction mixture without cell-free extracts contained 100 μM desthiobiotin. 1000 μM SAM, 200 μM L-cysteine, 50 μM deazariboflavin, 0.6 mg/ml (16 μM) BIOB protein, 10 mM DTT and 0.1 M Tris-HCl/pH 7.5 in total volume of 50 μl. The enzyme reaction mixture in a 300 μl glass spitz tube was brought to anaerobic condition by repeating of weak aspiration and argon pressure under dark. The reaction was started by light irradiation from 10 cm distance with 20 W fluorescent bulb at 30° C. After ...